Task: describe an organic reaction: reactants, conditions, products, and yield. Dataset: the Open Reaction Database (ORD), a public repository of structured organic reaction records Reactants: N-Aryl-benzenesulfonamides, NC1=C(C=C(C=C1)Cl)C(=O)C=1C=NC=CC1 ((2-amino-5-chloro-phenyl)-pyridin-3-yl-methanone), FC(OC1=CC=C(C=C1)S(=O)(=O)Cl)(F)F (4-Trifluoromethoxy-benzenesulfonyl chloride). Yields the product ClC1=CC(=C(C=C1)NS(=O)(=O)C1=CC=C(C=C1)OC(F)(F)F)C(=O)C=1C=NC=CC1 (N-[4-Chloro-2-(pyridine-3-carbonyl)-phenyl]-4-trifluoromethoxy-benzenesulfonamide). As a reaction SMILES: [NH2:1][C:2]1[CH:7]=[CH:6][C:5]([Cl:8])=[CH:4][C:3]=1[C:9]([C:11]1[CH:12]=[N:13][CH:14]=[CH:15][CH:16]=1)=[O:10].[F:17][C:18]([F:31])([F:30])[O:19][C:20]1[CH:25]=[CH:24][C:23]([S:26](Cl)(=[O:28])=[O:27])=[CH:22][CH:21]=1>>[Cl:8][C:5]1[CH:6]=[CH:7][C:2]([NH:1][S:26]([C:23]2[CH:22]=[CH:21][C:20]([O:19][C:18]([F:17])([F:30])[F:31])=[CH:25][CH:24]=2)(=[O:28])=[O:27])=[C:3]([C:9]([C:11]2[CH:12]=[N:13][CH:14]=[CH:15][CH:16]=2)=[O:10])[CH:4]=1. Reported procedure: The title compound was prepared according to the general procedure for the synthesis of N-Aryl-benzenesulfonamides previously described using (2-amino-5-chloro-phenyl)-pyridin-3-yl-methanone and 4-Trifluoromethoxy-benzenesulfonyl chloride and purified by HPLC. 1H NMR: δ 6.93 (d, J=8.0 Hz, 1H), 7.51 (d, J=8.8 Hz, 2H), 7.58-7.61 (m, 3 H), 7.67 (d, J=8.8 Hz, 2H), 8.03-8.05 (m, 1H), 8.74 (d, J=1.6 Hz, 1H), 8.79 & 8.80 (dd, J=6.0 Hz, 1.6 Hz, 1H), 9.73 (s, 1H). MS: M/z 456.9 (M++1). The reactants are NCC(=O)N(C1=CC=CC=C1)CC(=O)NC(C)(C)C (2-(2-amino-N-phenylacetamido)-N-tert-butylacetamide), CC=1C=C(C=CC1)N=C=O (3-methylphenyl isocyanate). RXN SMILES: [NH2:1][CH2:2][C:3]([N:5]([CH2:12][C:13]([NH:15][C:16]([CH3:19])([CH3:18])[CH3:17])=[O:14])[C:6]1[CH:11]=[CH:10][CH:9]=[CH:8][CH:7]=1)=[O:4].[CH3:20][C:21]1[CH:22]=[C:23]([N:27]=[C:28]=[O:29])[CH:24]=[CH:25][CH:26]=1>>[C:16]([NH:15][C:13](=[O:14])[CH2:12][N:5]([C:6]1[CH:11]=[CH:10][CH:9]=[CH:8][CH:7]=1)[C:3](=[O:4])[CH2:2][NH:1][C:28]([NH:27][C:23]1[CH:24]=[CH:25][CH:26]=[C:21]([CH3:20])[CH:22]=1)=[O:29])([CH3:19])([CH3:18])[CH3:17]. Yields the product C(C)(C)(C)NC(CN(C(CNC(=O)NC1=CC(=CC=C1)C)=O)C1=CC=CC=C1)=O (N-tert-butyl-2-{2-[3-(3-methylphenyl)ureido]-N-phenylacetamido}acetamide). Procedure: The procedure is analogous to that described in Example 1, but 1.0 g of 2-(2-amino-N-phenylacetamido)-N-tert-butylacetamide and 0.55 g of 3-methylphenyl isocyanate are used as the starting material. After recrystallization from acetonitrile, 1.0 g of N-tert-butyl-2-{2-[3-(3-methylphenyl)ureido]-N-phenylacetamido}acetamide melting at 214° C. is obtained. Isolated yield 66.4%. Reactants: acid chloride, O (water), methyl ester, C(C)(=O)OCC.C1CCCCC1 (ethyl acetate cyclohexane), Br.BrCCCN (3-bromopropylamine hydrobromide), C([O-])([O-])=O.[K+].[K+] (potassium carbonate). The solvent is C(Cl)Cl (methylene chloride). Reaction conditions: time 1 hour. Product: N1=CC(=CC=C1)C(=O)O (3-pyridinecarboxylic acid). As a reaction SMILES: Br.Br[CH2:3][CH2:4][CH2:5][NH2:6].[C:7](=[O:10])([O-])[O-:8].[K+].[K+].O.[C:14](OCC)(=O)[CH3:15].C1CCCCC1>C(Cl)Cl>[N:6]1[CH:15]=[CH:14][CH:3]=[C:4]([C:7]([OH:8])=[O:10])[CH:5]=1 |f:0.1,2.3.4,6.7|. Reported procedure: To 8.4 g (22.5 mmol) of acid chloride starting material used in Example 1 in 50 ml of methylene chloride were added 5.4 g of 3-bromopropylamine hydrobromide and 5.5 g of potassium carbonate. The mixture was stirred at room temperature for one hour and then 20 ml of water was added. Stirring was continued for 18 hours. After that the organic layer was separated, washed with brine and concentrated. The oily residue was triturated with cyclohexane to give a solid. A 2.3 g analytically pure sample w... The reactants are BrBr (Br2), C1CCC2=NCCCN2CC1 (DBU), CC1(C=2C=CC(=CC2C(CC1)(C)C)/C(=C/C=O)/C)C ((E)-3-(5,5,8,8-tetramethyl-5,6,7,8-tetrahydro-naphthalen-2-yl)-but-2-enal), ice HCl, dibromide. The solvent is C(Cl)Cl (CH2Cl2), C(Cl)Cl (CH2Cl2). Reaction conditions: temperature -75 celsius, time 10 minute. The product is Br\C(\C=O)=C(/C)\C1=CC=2C(CCC(C2C=C1)(C)C)(C)C ((E)-2-bromo-3-(5,5,8,8-tetramethyl-5,6,7,8-tetrahydro-naphthalen-2-yl)-but-2-enal). RXN SMILES: [CH3:1][C:2]1([CH3:19])[CH2:11][CH2:10][C:9]([CH3:13])([CH3:12])[C:8]2[CH:7]=[C:6](/[C:14](/[CH3:18])=[CH:15]/[CH:16]=[O:17])[CH:5]=[CH:4][C:3]1=2.[Br:20]Br.C1CCN2C(=NCCC2)CC1>C(Cl)Cl>[Br:20]/[C:15](=[C:14](/[C:6]1[CH:5]=[CH:4][C:3]2[C:2]([CH3:19])([CH3:1])[CH2:11][CH2:10][C:9]([CH3:12])([CH3:13])[C:8]=2[CH:7]=1)\[CH3:18])/[CH:16]=[O:17]. Procedure details: 2.86 g of (E)-3-(5,5,8,8-tetramethyl-5,6,7,8-tetrahydro-naphthalen-2-yl)-but-2-enal were dissolved in 16 ml of CH2Cl2 and cooled to -75° C. 1.1 eq. of Br2 (0.63 ml), dissolved in 3 ml of CH2Cl2, was added drop by drop and the mixture kept for 10 minutes at this temperature. TLC indicated the formation of the dibromide. 4.98 ml of DBU was then added all at once and the temperature raised to 0° C. After 1/2 hour the reaction mixture was poured onto crushed ice/HCl, extracted with EtOEt, washed twi... As a reaction SMILES: [CH3:1]/[C:2](/[CH:19]=[CH:20]/[CH:21]=[C:22](\[CH3:28])/[CH:23]=[CH:24]/[C:25]([O-:27])=[O:26])=[CH:3]\[CH:4]=[CH:5]\[CH:6]=[C:7](/[CH3:18])\[CH:8]=[CH:9]\[CH:10]=[C:11](/[CH3:17])\[CH:12]=[CH:13]\[C:14]([O-:16])=[O:15].[K+].[K+]>O>[CH3:18]/[C:7](/[CH:8]=[CH:9]/[CH:10]=[C:11](\[CH3:17])/[CH:12]=[CH:13]/[C:14]([OH:16])=[O:15])=[CH:6]\[CH:5]=[CH:4]\[CH:3]=[C:2](/[CH3:1])\[CH:19]=[CH:20]\[CH:21]=[C:22](/[CH3:28])\[CH:23]=[CH:24]\[C:25]([OH:27])=[O:26] |f:0.1.2|. The reactants are C/C(=C\C=C\C=C(\C=C\C=C(\C=C\C(=O)[O-])/C)/C)/C=C/C=C(/C=C/C(=O)[O-])\C.[K+].[K+] (potassium norbixin). Solvent: O (water). The product is C/C(=C\C=C\C=C(\C=C\C=C(\C=C\C(=O)O)/C)/C)/C=C/C=C(/C=C/C(=O)O)\C (norbixin). Reported procedure: Coloration of milk. A 6.6& solution of pure potassium norbixin (so-called "cheese color") was diluted to 1.1% with water, and the dilute solution added with agitation to whole milk to give a level of 100 ppm norbixin in the milk. The resulting color was light orange. Reactants: OS(=O)(=O)O.O=S(=O)=O (oleum), C([O-])(O)=O.[Na+] (sodium bicarbonate), ClC1=C([N+](=C(C=C1)Cl)[O-])C(=O)OC (Methyl 3,6-dichloropyridine-2-carboxylate N-oxide), [N+](=O)(O)[O-] (HNO3). Run in OS(=O)(=O)O (H2SO4), C(C)(=O)OCC (ethyl acetate). Run at temperature 65 celsius, time 48 hour. Product: [N+](=O)([O-])C1=C(C(=NC(=C1)Cl)C(=O)O)Cl (4-Nitro-3,6-dichloropyridine-2-carboxylic Acid). RXN SMILES: [Cl:1][C:2]1[CH:7]=[CH:6][C:5]([Cl:8])=[N+:4]([O-])[C:3]=1[C:10]([O:12]C)=[O:11].OS(O)(=O)=O.O=S(=O)=O.[N+:23]([O-])([OH:25])=[O:24].C(=O)(O)[O-].[Na+]>OS(O)(=O)=O.C(OCC)(=O)C>[N+:23]([C:7]1[CH:6]=[C:5]([Cl:8])[N:4]=[C:3]([C:10]([OH:12])=[O:11])[C:2]=1[Cl:1])([O-:25])=[O:24] |f:1.2,4.5|. Procedure details: Methyl 3,6-dichloropyridine-2-carboxylate N-oxide (5.0 g, 22.52 mmol) was dissolved in a minimum amount of H2SO4. The mixture was cooled in an ice/water bath and to it was slowly added 30% oleum (9.6 mL) and fuming HNO3 (9.6 mL), gradually heated to 65° C. and stirred for 48 hr. The cooled reaction mixture was diluted with ethyl acetate (200 mL) and to it was carefully added saturated sodium bicarbonate. The product was extracted with ethyl acetate (2×150 mL) and the combined extracts were dried... Reactants: N(=[N+]=[N-])C1C=C(CCC1C1=C(C=C(C(=C1)F)F)F)O[Si](C(C)C)(C(C)C)C(C)C ({[3-azido-4-(2,4,5-trifluorophenyl)cyclohex-1-en-1-yl]oxy}(triisopropyl)silane), [H-].[Al+3].[Li+].[H-].[H-].[H-] (lithium aluminum hydride), [Cl-].[NH4+] (ammonium chloride), [H-] (hydride). Solvent: CCOCC (ether). Product: FC1=C(C=C(C(=C1)F)F)[C@@H]1CCC(=C[C@H]1N)O[Si](C(C)C)(C(C)C)C(C)C (trans 6-(2,4,5-Trifluorophenyl)-3-[(triisopropylsilyl)oxy]cyclohex-2-en-1-amine). As a reaction SMILES: [N:1]([CH:4]1[CH:9]([C:10]2[CH:15]=[C:14]([F:16])[C:13]([F:17])=[CH:12][C:11]=2[F:18])[CH2:8][CH2:7][C:6]([O:19][Si:20]([CH:27]([CH3:29])[CH3:28])([CH:24]([CH3:26])[CH3:25])[CH:21]([CH3:23])[CH3:22])=[CH:5]1)=[N+]=[N-].[H-].[Al+3].[Li+].[H-].[H-].[H-].[H-].[Cl-].[NH4+]>CCOCC>[F:18][C:11]1[CH:12]=[C:13]([F:17])[C:14]([F:16])=[CH:15][C:10]=1[C@H:9]1[C@H:4]([NH2:1])[CH:5]=[C:6]([O:19][Si:20]([CH:24]([CH3:26])[CH3:25])([CH:27]([CH3:29])[CH3:28])[CH:21]([CH3:22])[CH3:23])[CH2:7][CH2:8]1 |f:1.2.3.4.5.6,8.9|. Procedure: To a stirred solution of {[3-azido-4-(2,4,5-trifluorophenyl)cyclohex-1-en-1-yl]oxy}(triisopropyl)silane (48.2 g) in ether (280 mL) at 0° C. in a three-neck flask (1 L) was added lithium aluminum hydride (1M in ether, 85 mL) while maintaining the temperature below 5° C. The reaction mixture was allowed to warm up to room temperature after completion of addition of the hydride. The mixture was transferred to ice with some saturated aqueous ammonium chloride solution and filtered. The residue was w...